Dataset: the Open Reaction Database (ORD), a public repository of structured organic reaction records. Task: describe an organic reaction: reactants, conditions, products, and yield Reactants: CCCCCC, FC(F)(F)c1cc[nH]n1, [H-], [Na+], O=C(c1ccc(F)cc1C(F)(F)F)N1Cc2cccnc2Nc2ccccc21. Product: O=C(c1ccc(-n2ccc(C(F)(F)F)n2)cc1C(F)(F)F)N1Cc2cccnc2Nc2ccccc21. Reaction SMILES: [CH3:40][CH2:41][CH2:42][CH2:43][CH2:44][CH3:45].[F:3][C:4]([c:5]1[n:6][nH:7][cH:8][cH:9]1)([F:10])[F:11].[H-:1].[Na+:2].[n:12]1[cH:13][cH:14][cH:15][c:16]2[c:17]1[NH:18][c:19]1[c:20]([cH:36][cH:37][cH:38][cH:39]1)[N:21]([C:23](=[O:24])[c:25]1[c:26]([C:32]([F:33])([F:34])[F:35])[cH:27][c:28]([F:31])[cH:29][cH:30]1)[CH2:22]2>>[F:3][C:4]([c:5]1[n:6][n:7](-[c:28]2[cH:27][c:26]([C:32]([F:33])([F:34])[F:35])[c:25]([C:23]([N:21]3[c:20]4[c:19]([cH:39][cH:38][cH:37][cH:36]4)[NH:18][c:17]4[n:12][cH:13][cH:14][cH:15][c:16]4[CH2:22]3)=[O:24])[cH:30][cH:29]2)[cH:8][cH:9]1)([F:10])[F:11]. Starting materials: BrC1=CC(=C(C=C1)NS(=O)(=O)C1=C(C2=C(S1)C=CC(=C2)F)C)C(F)(F)F (5-fluoro-3-methyl-benzo[b]thiophene-2-sulfonic acid(4-bromo-2-trifluoromethyl-phenyl)-amide), COC1=NC=C(C=C1)B(O)O (2-methoxy-5-pyridineboronic acid). Yields the product COC1=CC=C(C=N1)C1=CC(=C(C=C1)NS(=O)(=O)C1=C(C2=C(S1)C=CC(=C2)F)C)C(F)(F)F (5-Fluoro-3-methyl-benzo[b]thiophene-2-sulfonic acid[4-(6-methoxy-pyridin-3-yl)-2-trifluoromethyl-phenyl]-amide). Reagents/catalysts: C=1C=CC(=CC1)[P](C=2C=CC=CC2)(C=3C=CC=CC3)[Pd]([P](C=4C=CC=CC4)(C=5C=CC=CC5)C=6C=CC=CC6)([P](C=7C=CC=CC7)(C=8C=CC=CC8)C=9C=CC=CC9)[P](C=1C=CC=CC1)(C=1C=CC=CC1)C=1C=CC=CC1 (tetrakis(triphenylphosphine)palladium). The yield is 76.4%. RXN SMILES: Br[C:2]1[CH:7]=[CH:6][C:5]([NH:8][S:9]([C:12]2[S:16][C:15]3[CH:17]=[CH:18][C:19]([F:21])=[CH:20][C:14]=3[C:13]=2[CH3:22])(=[O:11])=[O:10])=[C:4]([C:23]([F:26])([F:25])[F:24])[CH:3]=1.[CH3:27][O:28][C:29]1[CH:34]=[CH:33][C:32](B(O)O)=[CH:31][N:30]=1>COCCOC.C(O)C.C(=O)([O-])[O-].[Na+].[Na+].C1C=CC([P]([Pd]([P](C2C=CC=CC=2)(C2C=CC=CC=2)C2C=CC=CC=2)([P](C2C=CC=CC=2)(C2C=CC=CC=2)C2C=CC=CC=2)[P](C2C=CC=CC=2)(C2C=CC=CC=2)C2C=CC=CC=2)(C2C=CC=CC=2)C2C=CC=CC=2)=CC=1>[CH3:27][O:28][C:29]1[N:30]=[CH:31][C:32]([C:2]2[CH:7]=[CH:6][C:5]([NH:8][S:9]([C:12]3[S:16][C:15]4[CH:17]=[CH:18][C:19]([F:21])=[CH:20][C:14]=4[C:13]=3[CH3:22])(=[O:10])=[O:11])=[C:4]([C:23]([F:25])([F:26])[F:24])[CH:3]=2)=[CH:33][CH:34]=1 |f:4.5.6,^1:56,58,77,96|. Reported procedure: This compound was prepared in analogy to Example 2 starting from 5-fluoro-3-methyl-benzo[b]thiophene-2-sulfonic acid(4-bromo-2-trifluoromethyl-phenyl)-amide (0.10 g) and 2-methoxy-5-pyridineboronic acid (0.065 g) in 1,2-dimethoxyethane (1.5 ml), ethanol (0.32 ml) and 2 M aqueous sodium carbonate solution (0.8 ml) with tetrakis(triphenylphosphine)palladium (0.012 g) to obtain the title compound (0.081 g) as a colorless solid. MS (ISP): 497.3 (M+H)+ Solvent: COCCOC (1,2-dimethoxyethane), C(C)O (ethanol), C([O-])([O-])=O.[Na+].[Na+] (sodium carbonate). The reactants are BrCC(=O)[C@H]1N(C[C@@H](C1)OS(=O)(=O)C)C(=O)OCC1=CC=C(C=C1)[N+](=O)[O-] ((2S, 4R) -2-bromoacetyl-4-methane-sulfonyloxy-1- (4-nitrobenzyloxycarbonyl)pyrrolidine), C(C)(=O)OCC (ethyl acetate), NC(=S)N (thiourea). Solvent: CO (methanol), ClCCl (dichloromethane). Conditions: time 3 hour. Product: NC=1SC=C(N1)[C@H]1N(C[C@@H](C1)OS(=O)(=O)C)C(=O)OCC1=CC=C(C=C1)[N+](=O)[O-] ((2S, 4R)-2-(2-aminothiazol-4-yl)-4-methane-sulfonyloxy-1- (4-nitrobenzyloxycarbonyl)pyrrolidine). The yield is 87.6%. Reaction SMILES: Br[CH2:2][C:3]([C@@H:5]1[CH2:9][C@@H:8]([O:10][S:11]([CH3:14])(=[O:13])=[O:12])[CH2:7][N:6]1[C:15]([O:17][CH2:18][C:19]1[CH:24]=[CH:23][C:22]([N+:25]([O-:27])=[O:26])=[CH:21][CH:20]=1)=[O:16])=O.[NH2:28][C:29]([NH2:31])=[S:30].C(OCC)(=O)C>CO.ClCCl>[NH2:31][C:29]1[S:30][CH:2]=[C:3]([C@@H:5]2[CH2:9][C@@H:8]([O:10][S:11]([CH3:14])(=[O:13])=[O:12])[CH2:7][N:6]2[C:15]([O:17][CH2:18][C:19]2[CH:24]=[CH:23][C:22]([N+:25]([O-:27])=[O:26])=[CH:21][CH:20]=2)=[O:16])[N:28]=1. Procedure: To a solution of (2S, 4R) -2-bromoacetyl-4-methane-sulfonyloxy-1- (4-nitrobenzyloxycarbonyl)pyrrolidine (660 mg) in a mixture of methanol (20 ml) and dichloromethane (20 ml) was added thiourea (165 mg) at room temperature. After stirring at the same temperature for 3 hours, the mixture was poured into ethyl acetate, washed in turn with saturated aqueous sodium bicarbonate and brine. The dried organic layer was evaporated, and the resulting oil was crystallized from a mixture of n-hexane and meth... RXN SMILES: [CH3:1][O:2][C:3]1[CH:4]=[C:5]2[C:10](=[CH:11][C:12]=1[O:13][CH3:14])[N:9]=[CH:8][CH:7]=[C:6]2[O:15][C:16]1[CH:21]=[CH:20][C:19]([NH2:22])=[CH:18][C:17]=1[CH:23]([CH3:25])[CH3:24].[CH2:26]([N:28]1[CH:33]=[C:32]([C:34](O)=[O:35])[C:31](=[O:37])[N:30]([C:38]2[CH:43]=[CH:42][C:41]([F:44])=[CH:40][CH:39]=2)[C:29]1=[O:45])[CH3:27]>>[CH3:1][O:2][C:3]1[CH:4]=[C:5]2[C:10](=[CH:11][C:12]=1[O:13][CH3:14])[N:9]=[CH:8][CH:7]=[C:6]2[O:15][C:16]1[CH:21]=[CH:20][C:19]([NH:22][C:34]([C:32]2[C:31](=[O:37])[N:30]([C:38]3[CH:43]=[CH:42][C:41]([F:44])=[CH:40][CH:39]=3)[C:29](=[O:45])[N:28]([CH2:26][CH3:27])[CH:33]=2)=[O:35])=[CH:18][C:17]=1[CH:23]([CH3:25])[CH3:24]. Procedure: This compound was synthesized using 4-(6,7-dimethoxy-quinolin-4-yloxy)-3-isopropyl-phenylamine and 1-ethyl-3-(4-fluorophenyl)-2,4-dioxo-1,2,3,4-tetrahydropyrimidine-5-carboxylic acid using the procedure for example 1. mp=173-175° C.; LCMS m/z=599 (M+1); 1H NMR (DMSO-d6) δ: 10.93 (s, 1H), 8.80 (s, 1H), 8.45 (d, 1H, J=6 Hz), 7.76 (dd, 1H, J=2, 8 Hz), 7.68 (d, 1H, J=2 Hz), 7.55 (s, 1H), 7.46-7.33 (m, 5H), 7.16 (d, 1H, J=8 Hz), 6.36 (d, 1H, J=5 Hz), 4.01 (q, 2H, J=8 Hz), 3.94 (d, 6H), 2.99 (m, 1H), ... Starting materials: COC=1C=C2C(=CC=NC2=CC1OC)OC1=C(C=C(C=C1)N)C(C)C (4-(6,7-dimethoxy-quinolin-4-yloxy)-3-isopropyl-phenylamine), C(C)N1C(N(C(C(=C1)C(=O)O)=O)C1=CC=C(C=C1)F)=O (1-ethyl-3-(4-fluorophenyl)-2,4-dioxo-1,2,3,4-tetrahydropyrimidine-5-carboxylic acid). Product: COC=1C=C2C(=CC=NC2=CC1OC)OC1=C(C=C(C=C1)NC(=O)C=1C(N(C(N(C1)CC)=O)C1=CC=C(C=C1)F)=O)C(C)C (1-Ethyl-3-(4-fluoro-phenyl)-2,4-dioxo-1,2,3,4-tetrahydro-pyrimidine-5-carboxylic acid [4-(6,7-dimethoxy-quinolin-4-yloxy)-3-isopropyl-phenyl]-amide). Starting materials: [Na] (Sodium), C(CO)O (ethylene glycol), [Cl-].[NH4+] (ammonium chloride), ClC1=C(C(=NC=N1)NS(=O)(=O)C1=CC=C(C=C1)C(COC1OCCCC1)(C)C)C1=CC=C(C=C1)C (N-[6-chloro-5-(4-methylphenyl)pyrimidin-4-yl]-4-[2-(2-tetrahydropyranyloxy)-1,1-dimethylethyl]benzenesulfonamide). Run in C(C)(=O)OCC (ethyl acetate). Reaction conditions: temperature 100 celsius, time 16 hour. Yields the product OCCOC1=C(C(=NC=N1)NS(=O)(=O)C1=CC=C(C=C1)C(COC1OCCCC1)(C)C)C1=CC=C(C=C1)C (N-[6-(2-hydroxyethoxy)-5-(4-methylphenyl)-pyrimidin-4-yl]-4-[2-(2-tetrahydropyranyloxy)-1,1-dimethyl-ethyl]benzenesulfonamide). As a reaction SMILES: [Na].[CH2:2]([OH:5])[CH2:3][OH:4].Cl[C:7]1[N:12]=[CH:11][N:10]=[C:9]([NH:13][S:14]([C:17]2[CH:22]=[CH:21][C:20]([C:23]([CH3:33])([CH3:32])[CH2:24][O:25][CH:26]3[CH2:31][CH2:30][CH2:29][CH2:28][O:27]3)=[CH:19][CH:18]=2)(=[O:16])=[O:15])[C:8]=1[C:34]1[CH:39]=[CH:38][C:37]([CH3:40])=[CH:36][CH:35]=1.[Cl-].[NH4+]>C(OCC)(=O)C>[OH:4][CH2:3][CH2:2][O:5][C:7]1[N:12]=[CH:11][N:10]=[C:9]([NH:13][S:14]([C:17]2[CH:22]=[CH:21][C:20]([C:23]([CH3:33])([CH3:32])[CH2:24][O:25][CH:26]3[CH2:31][CH2:30][CH2:29][CH2:28][O:27]3)=[CH:19][CH:18]=2)(=[O:16])=[O:15])[C:8]=1[C:34]1[CH:35]=[CH:36][C:37]([CH3:40])=[CH:38][CH:39]=1 |f:3.4,^1:0|. Procedure: Sodium (35.65 g) is gradually added to ethylene glycol (1.3 liter) at 23-75° C., and thereto is added N-[6-chloro-5-(4-methylphenyl)pyrimidin-4-yl]-4-[2-(2-tetrahydropyranyloxy)-1,1-dimethylethyl]benzenesulfonamide (160 g) at 4° C. The mixture is stirred at 100° C. for 16 hours, and allowed to cool to room temperature. The reaction mixture is poured into a mixture of a saturated aqueous ammonium chloride solution and ethyl acetate under ice-cooling, and the mixture is extracted with ethyl acetat...